This data is from the Open Reaction Database (ORD), a public repository of structured organic reaction records. The task is: describe an organic reaction: reactants, conditions, products, and yield The reactants are [H-].[Na+] (Sodium hydride), COCCO (2-methoxyethanol), FC1=C(CBr)C=C(C=C1)Br (2-fluoro-5-bromobenzyl bromide). Solvent: CN(C=O)C (N,N-dimethylformamide), CN(C=O)C (N,N-dimethylformamide). Yields the product FC1=C(COCCOC)C=C(C=C1)Br (2-(2-fluoro-5-bromobenzyloxy)-1-methoxyethane). Reaction SMILES: [CH3:1][O:2][CH2:3][CH2:4][OH:5].[H-].[Na+].[F:8][C:9]1[CH:16]=[CH:15][C:14]([Br:17])=[CH:13][C:10]=1[CH2:11]Br>CN(C)C=O>[F:8][C:9]1[CH:16]=[CH:15][C:14]([Br:17])=[CH:13][C:10]=1[CH2:11][O:5][CH2:4][CH2:3][O:2][CH3:1] |f:1.2|. Procedure: In a 10 ml flask, under a nitrogen atmosphere, 2-methoxyethanol (0.125 ml, 1.60 mmol) was dissolved in N,N-dimethylformamide (2 ml). Sodium hydride (60%, 72 mg, 1.81 mmol) was added and the mixture was stirred at ambient temperature for about thirty minutes. To this reaction mixture was added 2-fluoro-5-bromobenzyl bromide (285 mg, 1.06 mmol) as a solution in N,N-dimethylformamide (2 ml). The resulting mixture was stirred at ambient temperature for two hours. The progress of the reaction was mon...